From a dataset of the Open Reaction Database (ORD), a public repository of structured organic reaction records. describe an organic reaction: reactants, conditions, products, and yield Reactants: CC1(C2=C(C(=CC=C2)P(C3=CC=CC=C3)C4=CC=CC=C4)OC5=C(C=CC=C51)P(C6=CC=CC=C6)C7=CC=CC=C7)C (Xantphos), CCN(C(C)C)C(C)C (DIEA), C(C1=CC=CC=C1)S (benzyl mercaptan), BrC1=C(C=C2C(=CC=NC2=C1)Cl)C (7-bromo-4-chloro-6-methylquinoline). Reagents/catalysts: C=1C=CC(=CC1)/C=C/C(=O)/C=C/C2=CC=CC=C2.C=1C=CC(=CC1)/C=C/C(=O)/C=C/C2=CC=CC=C2.C=1C=CC(=CC1)/C=C/C(=O)/C=C/C2=CC=CC=C2.[Pd].[Pd] (Pd2(dba)3). The solvent is O1CCOCC1 (dioxane). Conditions: temperature 110 celsius. Product: C(C1=CC=CC=C1)SC1=C(C=C2C(=CC=NC2=C1)Cl)C (7-(BENZYLTHIO)-4-CHLORO-6-METHYLQUINOLINE). As a reaction SMILES: Br[C:2]1[CH:11]=[C:10]2[C:5]([C:6]([Cl:12])=[CH:7][CH:8]=[N:9]2)=[CH:4][C:3]=1[CH3:13].CC1(C)C2C(=C(P(C3C=CC=CC=3)C3C=CC=CC=3)C=CC=2)OC2C(P(C3C=CC=CC=3)C3C=CC=CC=3)=CC=CC1=2.CCN(C(C)C)C(C)C.[CH2:65]([SH:72])[C:66]1[CH:71]=[CH:70][CH:69]=[CH:68][CH:67]=1>C1C=CC(/C=C/C(/C=C/C2C=CC=CC=2)=O)=CC=1.C1C=CC(/C=C/C(/C=C/C2C=CC=CC=2)=O)=CC=1.C1C=CC(/C=C/C(/C=C/C2C=CC=CC=2)=O)=CC=1.[Pd].[Pd].O1CCOCC1>[CH2:65]([S:72][C:2]1[CH:11]=[C:10]2[C:5]([C:6]([Cl:12])=[CH:7][CH:8]=[N:9]2)=[CH:4][C:3]=1[CH3:13])[C:66]1[CH:71]=[CH:70][CH:69]=[CH:68][CH:67]=1 |f:4.5.6.7.8|. Procedure details: To a flask charged with 7-bromo-4-chloro-6-methylquinoline (0.240 g, 0.936 mmol) was added Xantphos (0.108 g, 0.187 mmol), Pd2(dba)3 (0.086 g, 0.094 mmol), dioxane (3.74 ml), DIEA (0.327 ml, 1.871 mmol) and benzyl mercaptan (0.111 ml, 0.936 mmol). The vessel was heated at 110° C. for 2 hr affording conversion to desired product. The mixture was cooled to room temperature, filtered through Celite and dried under reduced pressure and purified with a 25 g Interchim column ramping EtOAc in heptane (... Reactants: F[B-](F)(F)F, CNCc1ccccc1, CN(C)C=O, CC(C)N1CCN(C(=O)c2ccc3[nH]c(C(=O)O)cc3c2)CC1, CCN(C(C)C)C(C)C, Cl, CN(C)C(On1nnc2ccccc21)=[N+](C)C. Product: CC(C)N1CCN(C(=O)c2ccc3[nH]c(C(=O)N(C)Cc4ccccc4)cc3c2)CC1. Reaction SMILES: [B-:25]([F:26])([F:27])([F:28])[F:29].[CH3:47][NH:48][CH2:49][c:50]1[cH:51][cH:52][cH:53][cH:54][cH:55]1.[CH3:65][N:66]([CH3:67])[CH:68]=[O:69].[CH:1]([CH3:2])([CH3:3])[N:4]1[CH2:5][CH2:6][N:7]([C:10](=[O:11])[c:12]2[cH:13][c:14]3[cH:15][c:16]([C:21](=[O:22])[OH:23])[nH:17][c:18]3[cH:19][cH:20]2)[CH2:8][CH2:9]1.[CH:56]([N:57]([CH2:58][CH3:59])[CH:60]([CH3:61])[CH3:62])([CH3:63])[CH3:64].[ClH:24].[n:30]1([O:31][C:32]([N:33]([CH3:34])[CH3:35])=[N+:36]([CH3:37])[CH3:38])[c:39]2[cH:40][cH:41][cH:42][cH:43][c:44]2[n:45][n:46]1>>[CH:1]([CH3:2])([CH3:3])[N:4]1[CH2:5][CH2:6][N:7]([C:10](=[O:11])[c:12]2[cH:13][c:14]3[cH:15][c:16]([C:21](=[O:23])[N:48]([CH3:47])[CH2:49][c:50]4[cH:51][cH:52][cH:53][cH:54][cH:55]4)[nH:17][c:18]3[cH:19][cH:20]2)[CH2:8][CH2:9]1. Reaction SMILES: [H-].[Na+].[F:3][C:4]1[CH:9]=[C:8]([F:10])[CH:7]=[CH:6][C:5]=1[C:11]([OH:28])([CH:18]([CH3:27])[CH:19](OS(C)(=O)=O)[CH2:20][CH3:21])[CH2:12][N:13]1[CH:17]=[N:16][CH:15]=[N:14]1>CN(C)C=O>[F:3][C:4]1[CH:9]=[C:8]([F:10])[CH:7]=[CH:6][C:5]=1[C@@:11]1([CH2:12][N:13]2[CH:17]=[N:16][CH:15]=[N:14]2)[C@@H:18]([CH3:27])[C@H:19]([CH2:20][CH3:21])[O:28]1 |f:0.1|. Starting materials: [H-].[Na+] (sodium hydride), FC1=C(C=CC(=C1)F)C(CN1N=CN=C1)(C(C(CC)OS(=O)(=O)C)C)O (2-(2,4-difluorophenyl)-4-methanesulfonyloxy-3-methyl-1-(1H-1,2,4-triazol-1-yl)-2-hexanol), ice water. Solvent: CN(C=O)C (dimethylformamide). The product is FC1=C(C=CC(=C1)F)[C@@]1(O[C@H]([C@@H]1C)CC)CN1N=CN=C1 ((2R*,3S*,4S*)-2-(2,4-Difluorophenyl)-4-ethyl-3-methyl-2-[(1H-1,2,4-triazol-1-yl)methyl]oxetane). Run at time 3 hour. Reported procedure: 960 mg (0.24 mmole) of sodium hydride (as a 60% w/w dispersion in mineral oil) were added, whilst ice-cooling, to a solution of 77.9 mg (0.2 mmole) of 2-(2,4-difluorophenyl)-4-methanesulfonyloxy-3-methyl-1-(1H-1,2,4-triazol-1-yl)-2-hexanol in 4.9 ml of dimethylformamide. The resulting mixture was then stirred at room temperature for 3 hours. At the end of this time, the reaction mixture was poured into 20 ml of ice-water and extracted with 40 ml of ethyl acetate. The extract was washed with a sa... Yield: 22.2%. The reactants are CO, COC(=O)C1CCCC1C(=O)c1ccc(Br)cc1, [Na+], [OH-], O. Product: O=C(O)C1CCCC1C(=O)c1ccc(Br)cc1. Reaction SMILES: [CH3:22][OH:23].[CH3:3][O:4][C:5](=[O:6])[CH:7]1[CH:8]([C:12]([c:13]2[cH:14][cH:15][c:16]([Br:19])[cH:17][cH:18]2)=[O:20])[CH2:9][CH2:10][CH2:11]1.[Na+:2].[OH-:1].[OH2:21]>>[O:4]=[C:5]([OH:6])[CH:7]1[CH:8]([C:12]([c:13]2[cH:14][cH:15][c:16]([Br:19])[cH:17][cH:18]2)=[O:20])[CH2:9][CH2:10][CH2:11]1. Starting materials: O=S(=O)(c1cccc2ccccc12)N1CCc2cc(OCc3ccccc3)ccc2C1c1ccc(OCCN2CCCC2)cc1, CO, O=C[O-], [NH4+]. Yields the product O=S(=O)(c1cccc2ccccc12)N1CCc2cc(O)ccc2C1c1ccc(OCCN2CCCC2)cc1. Reaction SMILES: [CH2:1]([c:2]1[cH:3][cH:4][cH:5][cH:6][cH:7]1)[O:8][c:9]1[cH:10][c:11]2[c:16]([cH:17][cH:18]1)[CH:15]([c:19]1[cH:20][cH:21][c:22]([O:25][CH2:26][CH2:27][N:28]3[CH2:29][CH2:30][CH2:31][CH2:32]3)[cH:23][cH:24]1)[N:14]([S:33](=[O:34])(=[O:35])[c:36]1[cH:37][cH:38][cH:39][c:40]3[cH:41][cH:42][cH:43][cH:44][c:45]13)[CH2:13][CH2:12]2.[CH3:50][OH:51].[CH:46]([O-:47])=[O:48].[NH4+:49]>>[OH:8][c:9]1[cH:10][c:11]2[c:16]([cH:17][cH:18]1)[CH:15]([c:19]1[cH:20][cH:21][c:22]([O:25][CH2:26][CH2:27][N:28]3[CH2:29][CH2:30][CH2:31][CH2:32]3)[cH:23][cH:24]1)[N:14]([S:33](=[O:34])(=[O:35])[c:36]1[cH:37][cH:38][cH:39][c:40]3[cH:41][cH:42][cH:43][cH:44][c:45]13)[CH2:13][CH2:12]2.